From a dataset of the Open Reaction Database (ORD), a public repository of structured organic reaction records. describe an organic reaction: reactants, conditions, products, and yield Reactants: CS(=O)(=O)Cl (Methanesulfonyl chloride), NC1=CC=C(CN2CN(C3(C2=O)CCN(CC3)C(=O)OC(C)(C)C)C3=CC=CC=C3)C=C1 (tert-butyl 3-(4-aminobenzyl)-4-oxo-1-phenyl-1,3,8-triazaspiro[4.5]decane-8-carboxylate), N1=CC=CC=C1 (pyridine). Run in ClCCl (dichloromethane), ClCCl (dichloromethane). Reaction conditions: time 30 minute. Yields the product CS(=O)(=O)NC1=CC=C(CN2CN(C3(C2=O)CCN(CC3)C(=O)OC(C)(C)C)C3=CC=CC=C3)C=C1 (tert-butyl 3-(4-(methylsulfonamido)benzyl)-4-oxo-1-phenyl-1,3,8-triazaspiro[4.5]decane-8-carboxylate). Yield: 92.1%. Reaction SMILES: [CH3:1][S:2](Cl)(=[O:4])=[O:3].[NH2:6][C:7]1[CH:37]=[CH:36][C:10]([CH2:11][N:12]2[C:16](=[O:17])[C:15]3([CH2:22][CH2:21][N:20]([C:23]([O:25][C:26]([CH3:29])([CH3:28])[CH3:27])=[O:24])[CH2:19][CH2:18]3)[N:14]([C:30]3[CH:35]=[CH:34][CH:33]=[CH:32][CH:31]=3)[CH2:13]2)=[CH:9][CH:8]=1.N1C=CC=CC=1>ClCCl>[CH3:1][S:2]([NH:6][C:7]1[CH:8]=[CH:9][C:10]([CH2:11][N:12]2[C:16](=[O:17])[C:15]3([CH2:22][CH2:21][N:20]([C:23]([O:25][C:26]([CH3:29])([CH3:28])[CH3:27])=[O:24])[CH2:19][CH2:18]3)[N:14]([C:30]3[CH:31]=[CH:32][CH:33]=[CH:34][CH:35]=3)[CH2:13]2)=[CH:36][CH:37]=1)(=[O:4])=[O:3]. Reported procedure: Methanesulfonyl chloride (0.39 mL, 5.02 mmol) was added dropwise at 0° C. to tert-butyl 3-(4-aminobenzyl)-4-oxo-1-phenyl-1,3,8-triazaspiro[4.5]decane-8-carboxylate (2.19 g, 5.02 mmol) and pyridine (0.61 mL, 7.53 mmol) in dichloromethane (10 mL). The reaction was allowed to warm to room temperature and stirred for 30 minutes. The mixture was diluted with dichloromethane, washed with 2M aqueous hydrochloric acid and brine, dried (MgSO4) and evaporated. The residue was purified by PTLC (50% ethyl a... Starting materials: ClC1=C(C=CC=C1)C1=NN=C(CC2=C1C=C(C(=C2)OC)OC)C (1-(2-chlorophenyl)-4-methyl-7,8-dimethoxy-5H-2,3-benzodiazepine), Cl (hydrochloric acid). The solvent is C(C)O (ethanol). Yields the product Cl.ClC1=C(C=CC=C1)C1=NN=C(CC2=C1C=C(C(=C2)OC)OC)C (1-(2-chlorophenyl)-4-methyl-7,8-dimethoxy-5H-2,3-benzodiazepine hydrochloride). As a reaction SMILES: [Cl:1][C:2]1[CH:7]=[CH:6][CH:5]=[CH:4][C:3]=1[C:8]1[C:14]2[CH:15]=[C:16]([O:21][CH3:22])[C:17]([O:19][CH3:20])=[CH:18][C:13]=2[CH2:12][C:11]([CH3:23])=[N:10][N:9]=1.Cl>C(O)C>[ClH:1].[Cl:1][C:2]1[CH:7]=[CH:6][CH:5]=[CH:4][C:3]=1[C:8]1[C:14]2[CH:15]=[C:16]([O:21][CH3:22])[C:17]([O:19][CH3:20])=[CH:18][C:13]=2[CH2:12][C:11]([CH3:23])=[N:10][N:9]=1 |f:3.4|. Procedure: One proceeds as described in Example 18 with the difference that 2-acetonyl-4,5-dimethoxy-2'-chlorobenzopnenone is applied as starting substance. The resulting crude 1-(2-chlorophenyl)-4-methyl-7,8-dimethoxy-5H-2,3-benzodiazepine is treated with absolute ethanol containing hydrochloric acid to obtain the pure hydrochloride. [C18H18ClN2O2 ]Cl=365.5. The title compound decomposes at 186°-188° C. after recrystallization from absolute ethanol and ether. Starting materials: COc1ccc([N+](=O)[O-])c(C(=O)O)c1, CN(C)C=O, O=S(Cl)Cl, c1ccccc1. Product: COc1ccc([N+](=O)[O-])c(C(N)=O)c1. As a reaction SMILES: [CH3:1][O:2][c:3]1[cH:4][cH:5][c:6]([N+:12](=[O:13])[O-:14])[c:7]([C:8](=[O:9])[OH:10])[cH:11]1.[O:19]=[CH:20][N:21]([CH3:22])[CH3:23].[S:15]([Cl:16])([Cl:17])=[O:18].[cH:24]1[cH:25][cH:26][cH:27][cH:28][cH:29]1>>[CH3:1][O:2][c:3]1[cH:4][cH:5][c:6]([N+:12](=[O:13])[O-:14])[c:7]([C:8](=[O:9])[NH2:21])[cH:11]1. The reactants are O (water), CN1C(=NC2=C1C=CC=C2)OC2=CC=C(N)C=C2 (4-[(1-methyl-1H-benzimidazol-2-yl)oxy]aniline), TEA, ClC1=NC=NC(=C1[N+](=O)[O-])Cl (4,6-dichloro-5-nitropyrimidine). Solvent: C1CCOC1 (THF). Reaction conditions: time 2 hour. Product: ClC1=C(C(=NC=N1)NC1=CC=C(C=C1)OC1=NC2=C(N1C)C=CC=C2)[N+](=O)[O-] (6-chloro-N-{4-[(1-methyl-1H-benzimidazol-2-yl)oxy]phenyl}-5-nitropyrimidin-4-amine). Yield: 48.9%. Reaction SMILES: [CH3:1][N:2]1[C:6]2[CH:7]=[CH:8][CH:9]=[CH:10][C:5]=2[N:4]=[C:3]1[O:11][C:12]1[CH:18]=[CH:17][C:15]([NH2:16])=[CH:14][CH:13]=1.[Cl:19][C:20]1[C:25]([N+:26]([O-:28])=[O:27])=[C:24](Cl)[N:23]=[CH:22][N:21]=1.O>C1COCC1>[Cl:19][C:20]1[N:21]=[CH:22][N:23]=[C:24]([NH:16][C:15]2[CH:17]=[CH:18][C:12]([O:11][C:3]3[N:2]([CH3:1])[C:6]4[CH:7]=[CH:8][CH:9]=[CH:10][C:5]=4[N:4]=3)=[CH:13][CH:14]=2)[C:25]=1[N+:26]([O-:28])=[O:27]. Reported procedure: To a solution of 4-[(1-methyl-1H-benzimidazol-2-yl)oxy]aniline (0.30 g) and TEA (0.26 mL) in THF (15 mL) was added 4,6-dichloro-5-nitropyrimidine (0.24 g) at room temperature, and the mixture was stirred at room temperature for 2 h. The mixture was poured into water, and the mixture was extracted with AcOEt. The organic layer was washed with brine, dried over Na2SO4, filtered and concentrated in vacuo. The residue was purified by column chromatography (dry charge, silica gel, eluted with 5%-50% ...